From a dataset of the Open Reaction Database (ORD), a public repository of structured organic reaction records. describe an organic reaction: reactants, conditions, products, and yield The reactants are CCN=C=NCCCN(C)C.Cl (WSC HCl), N1=C(C=NC=C1)C(=O)O (2-pyrazinecarboxylic acid), NC(CO)(C)C (2-amino-2-methyl-1-propanol), C=1C=CC2=C(C1)N=NN2O (HOBt). The solvent is C(Cl)Cl (methylene chloride), C(C)(=O)OCC (ethyl acetate). Run at time 8 hour. Product: OCC(C)(C)NC(=O)C1=NC=CN=C1 (N-(2-hydroxy-1,1-dimethyethyl)-2-pyrazinecarboxamide). Isolated yield 17.3%. RXN SMILES: CCN=C=NCCCN(C)C.Cl.[N:13]1[CH:18]=[CH:17][N:16]=[CH:15][C:14]=1[C:19]([OH:21])=O.[NH2:22][C:23]([CH3:27])([CH3:26])[CH2:24][OH:25].C1C=CC2N(O)N=NC=2C=1>C(Cl)Cl.C(OCC)(=O)C>[OH:25][CH2:24][C:23]([NH:22][C:19]([C:14]1[CH:15]=[N:16][CH:17]=[CH:18][N:13]=1)=[O:21])([CH3:27])[CH3:26] |f:0.1|. Procedure details: WSC HCl (1.94 g, 10 mmol) was added to a mixture of 2-pyrazinecarboxylic acid (0.99 g, 8 mmol), 2-amino-2-methyl-1-propanol (0.80 g, 9 mmol) and HOBt (1.36 g, 10 mmol) in methylene chloride (30 ml), and stirred at room temperature overnight. The reaction mixture was diluted with ethyl acetate and washed with saturated aqueous NaHCO3 and brine, successively, dried over Na2SO4 and concentrated under a reduced pressure. The residue was suspended in methanol (10 ml), added 2N aqueous NaOH to and sti...